describe an organic reaction: reactants, conditions, products, and yield From a dataset of the Open Reaction Database (ORD), a public repository of structured organic reaction records. The reactants are ClC=1C=C(C=CC1N1N=CC(=C1)[N+](=O)[O-])C(C(=O)O)C (2-[3-chloro-4-(4-nitropyrazol-1-yl)phenyl]propionic acid), O (water), 2-(3-chloro-4-hydraziniumphenyl)propionic acid p-toluenesulphonate, C(=C(\C=O)/[N+](=O)[O-])\[O-].O.[Na+] (sodium nitromalondialdehyde monohydrate), C(C)O (ethanol). The reagents and catalysts are [Fe] (iron). Solvent: C(C)(=O)O (acetic acid). Conditions: temperature 80 celsius, time 1 hour. Product: ClC=1C=C(C=CC1N1N=CC(=C1)N)C(C(=O)O)C (2-[3-chloro-4-(4-aminopyrazol-1-yl)phenyl]propionic acid). As a reaction SMILES: C(/[O-])=C(\[N+]([O-])=O)/C=O.O.[Na+].C(O)C.[Cl:14][C:15]1[CH:16]=[C:17]([CH:29]([CH3:33])[C:30]([OH:32])=[O:31])[CH:18]=[CH:19][C:20]=1[N:21]1[CH:25]=[C:24]([N+:26]([O-])=O)[CH:23]=[N:22]1.O>C(O)(=O)C.[Fe]>[Cl:14][C:15]1[CH:16]=[C:17]([CH:29]([CH3:33])[C:30]([OH:32])=[O:31])[CH:18]=[CH:19][C:20]=1[N:21]1[CH:25]=[C:24]([NH2:26])[CH:23]=[N:22]1 |f:0.1.2|. Procedure: The starting compound is obtained in the following manner: 22.8 g (59 mmoles) of 2-(3-chloro-4-hydraziniumphenyl)propionic acid p-toluenesulphonate and 9.8 g (64 mmoles) of sodium nitromalondialdehyde monohydrate are heated under reflux for 30 minutes in 180 ml of 80% strength ethanol. Concentration is then effected, followed by taking up with sodium bicarbonate and extraction with ether. The aqueous solution is acidified and extracted with ether. Through concentration of the ethereal phase ther... The reactants are NC1CCCC1, CCN(C(C)C)C(C)C, O=C(Nc1sc2c(c1C(=O)O)C1CCC(C2)O1)c1c(F)cccc1C(F)(F)F, C1CCOC1. Product: O=C(Nc1sc2c(c1C(=O)NC1CCCC1)C1CCC(C2)O1)c1c(F)cccc1C(F)(F)F. Reaction SMILES: [CH:29]1([NH2:34])[CH2:30][CH2:31][CH2:32][CH2:33]1.[CH:35]([N:36]([CH:37]([CH3:38])[CH3:39])[CH2:40][CH3:41])([CH3:42])[CH3:43].[F:1][c:2]1[c:3]([C:4](=[O:5])[NH:6][c:7]2[c:8]([C:18](=[O:19])[OH:20])[c:9]3[c:10]([s:11]2)[CH2:12][CH:13]2[CH2:14][CH2:15][CH:16]3[O:17]2)[c:21]([C:25]([F:26])([F:27])[F:28])[cH:22][cH:23][cH:24]1.[O:44]1[CH2:45][CH2:46][CH2:47][CH2:48]1>>[F:1][c:2]1[c:3]([C:4](=[O:5])[NH:6][c:7]2[c:8]([C:18](=[O:20])[NH:34][CH:29]3[CH2:30][CH2:31][CH2:32][CH2:33]3)[c:9]3[c:10]([s:11]2)[CH2:12][CH:13]2[CH2:14][CH2:15][CH:16]3[O:17]2)[c:21]([C:25]([F:26])([F:27])[F:28])[cH:22][cH:23][cH:24]1. Product: CC(=O)c1cc(F)ccc1OCC1CO1. The reactants are CCO, ClCC1CO1, CC(=O)c1cc(F)ccc1O, [K+], [OH-], O. Reaction SMILES: [CH3:19][CH2:20][OH:21].[Cl:1][CH2:2][CH:3]1[CH2:4][O:5]1.[F:6][c:7]1[cH:8][cH:9][c:10]([OH:16])[c:11]([C:13]([CH3:14])=[O:15])[cH:12]1.[K+:18].[OH-:17].[OH2:22]>>[CH2:2]([CH:3]1[CH2:4][O:5]1)[O:16][c:10]1[cH:9][cH:8][c:7]([F:6])[cH:12][c:11]1[C:13]([CH3:14])=[O:15].